Dataset: the Open Reaction Database (ORD), a public repository of structured organic reaction records. Task: describe an organic reaction: reactants, conditions, products, and yield Reactants: ClC1=C(NC2=C(C=CC=C2)C(C(=O)OCC)=O)C(=CC=C1)Cl (ethyl 2-(2,6-dichloroanilino)-phenylglyoxylate), ClC1=C(NC2=C(C=CC=C2)C(C(=O)OC)=O)C(=CC=C1)Cl (methyl 2-(2,6-dichloroanilino)phenylglyoxylate). Yields the product ClC1=C(NC2=C(C=CC=C2)C(C(=O)OCC)O)C(=CC=C1)Cl (ethyl 2-(2,6-dichloroanilino)phenylglycolate). The yield is 90.6%. RXN SMILES: [Cl:1][C:2]1[CH:21]=[CH:20][CH:19]=[C:18]([Cl:22])[C:3]=1[NH:4][C:5]1[CH:10]=[CH:9][CH:8]=[CH:7][C:6]=1[C:11](=[O:17])[C:12]([O:14][CH2:15][CH3:16])=[O:13].ClC1C=CC=C(Cl)C=1NC1C=CC=CC=1C(=O)C(OC)=O>>[Cl:1][C:2]1[CH:21]=[CH:20][CH:19]=[C:18]([Cl:22])[C:3]=1[NH:4][C:5]1[CH:10]=[CH:9][CH:8]=[CH:7][C:6]=1[CH:11]([OH:17])[C:12]([O:14][CH2:15][CH3:16])=[O:13]. Procedure: The same procedures as in the Step 3 of Example 5 were repeated except that 6.8 g of ethyl 2-(2,6-dichloroanilino)-phenylglyoxylate were employed instead of 6.5 g of methyl 2-(2,6-dichloroanilino)phenylglyoxylate, thereby yielding 6.2 g of ethyl 2-(2,6-dichloroanilino)phenylglycolate. m.p. 155°-156° C. Yield: 91% of theoretical amount